This data is from the Open Reaction Database (ORD), a public repository of structured organic reaction records. The task is: describe an organic reaction: reactants, conditions, products, and yield Reactants: ClC1=NC2=C(C=CC=C2C=C1[C@H](C)N1C(C2=CC=CC=C2C1=O)=O)Cl ((S)-2-(1-(2,8-dichloroquinolin-3-yl)ethyl)isoindoline-1,3-dione), C(=C)[Sn](CCCC)(CCCC)CCCC (vinyl tributyltin). Reagents/catalysts: C=1C=CC(=CC1)[P](C=2C=CC=CC2)(C=3C=CC=CC3)[Pd]([P](C=4C=CC=CC4)(C=5C=CC=CC5)C=6C=CC=CC6)([P](C=7C=CC=CC7)(C=8C=CC=CC8)C=9C=CC=CC9)[P](C=1C=CC=CC1)(C=1C=CC=CC1)C=1C=CC=CC1 (tetrakis(triphenylphosphine)palladium). Run in O1CCOCC1 (dioxane). Conditions: temperature 100 celsius. Product: ClC=1C=CC=C2C=C(C(=NC12)C=C)[C@H](C)N1C(C2=CC=CC=C2C1=O)=O ((S)-2-(1-(8-chloro-2-vinylquinolin-3-yl)ethyl)isoindoline-1,3-dione). Reaction SMILES: Cl[C:2]1[C:11]([C@@H:12]([N:14]2[C:22](=[O:23])[C:21]3[C:16](=[CH:17][CH:18]=[CH:19][CH:20]=3)[C:15]2=[O:24])[CH3:13])=[CH:10][C:9]2[C:4](=[C:5]([Cl:25])[CH:6]=[CH:7][CH:8]=2)[N:3]=1.[CH:26]([Sn](CCCC)(CCCC)CCCC)=[CH2:27]>O1CCOCC1.C1C=CC([P]([Pd]([P](C2C=CC=CC=2)(C2C=CC=CC=2)C2C=CC=CC=2)([P](C2C=CC=CC=2)(C2C=CC=CC=2)C2C=CC=CC=2)[P](C2C=CC=CC=2)(C2C=CC=CC=2)C2C=CC=CC=2)(C2C=CC=CC=2)C2C=CC=CC=2)=CC=1>[Cl:25][C:5]1[CH:6]=[CH:7][CH:8]=[C:9]2[C:4]=1[N:3]=[C:2]([CH:26]=[CH2:27])[C:11]([C@@H:12]([N:14]1[C:15](=[O:24])[C:16]3[C:21](=[CH:20][CH:19]=[CH:18][CH:17]=3)[C:22]1=[O:23])[CH3:13])=[CH:10]2 |^1:50,52,71,90|. Procedure details: To a stirred solution of (S)-2-(1-(2,8-dichloroquinolin-3-yl)ethyl)isoindoline-1,3-dione (1 g, 2.7 mmol) in dioxane (25 mL) under a nitrogen atmosphere was added vinyl tributyltin (1.28 mL, 4.04 mmol) and tetrakis(triphenylphosphine)palladium (156 mg, 0.13 mmol). The reaction was heated at 100° C. for 3 hours and then the solvent was evaporated in vacuo. The resulting black residue was purified by column chromatography (40 g SiO2, Hexanes:Ethyl acetate, 1:0 to 3:1) to give (S)-2-(1-(8-chloro-2-v... Reactants: COC(=O)c1ccc(NC(=O)c2ccc3c(c2)NCC3)cc1Cl, O=S(=O)(Cl)c1cccc(Cl)c1, ClCCl, c1ccncc1. The product is COC(=O)c1ccc(NC(=O)c2ccc3c(c2)N(S(=O)(=O)c2cccc(Cl)c2)CC3)cc1Cl. RXN SMILES: [CH3:12][O:13][C:14]([c:15]1[c:16]([Cl:33])[cH:17][c:18]([NH:21][C:22](=[O:23])[c:24]2[cH:25][cH:26][c:27]3[c:31]([cH:32]2)[NH:30][CH2:29][CH2:28]3)[cH:19][cH:20]1)=[O:34].[Cl:1][c:2]1[cH:3][c:4]([S:8](=[O:9])(=[O:10])[Cl:11])[cH:5][cH:6][cH:7]1.[Cl:41][CH2:42][Cl:43].[cH:35]1[cH:36][cH:37][n:38][cH:39][cH:40]1>>[Cl:1][c:2]1[cH:3][c:4]([S:8](=[O:9])(=[O:10])[N:30]2[CH2:29][CH2:28][c:27]3[cH:26][cH:25][c:24]([C:22]([NH:21][c:18]4[cH:17][c:16]([Cl:33])[c:15]([C:14]([O:13][CH3:12])=[O:34])[cH:20][cH:19]4)=[O:23])[cH:32][c:31]32)[cH:5][cH:6][cH:7]1. Starting materials: OC1=NC(=NC=C1)SCC(=O)OCC ((4-hydroxy-2-pyrimidinylthio)acetic acid, ethyl ester), C(C)N(C1=CC=CC=C1)CC (N,N-diethylaniline), P(=O)(Cl)(Cl)Cl (phosphorus oxychloride). The product is ClC1=NC(=NC=C1)SCC(=O)OCC ((4-chloro-2-pyrimidinylthio)acetic acid, ethyl ester). Reaction SMILES: O[C:2]1[CH:7]=[CH:6][N:5]=[C:4]([S:8][CH2:9][C:10]([O:12][CH2:13][CH3:14])=[O:11])[N:3]=1.C(N(CC)C1C=CC=CC=1)C.P(Cl)(Cl)([Cl:28])=O>>[Cl:28][C:2]1[CH:7]=[CH:6][N:5]=[C:4]([S:8][CH2:9][C:10]([O:12][CH2:13][CH3:14])=[O:11])[N:3]=1. Procedure details: A stirred mixture of 32.1 g of (4-hydroxy-2-pyrimidinylthio)acetic acid, ethyl ester and 22.4 g of N,N-diethylaniline in 400 ml. of phosphorus oxychloride were heated under reflux for 5 hr. The phosphorus oxychloride was removed in a rotary evaporator in vacuo. The residue was poured onto ice and the mixture was extracted with 1 liter of ether. The ether solution was dried over MgSO4 and then filtered. The filtrate was taken to dryness in a rotary evaporator yielding 22.9 g of (4-chloro-2-pyrimi... The reactants are [Sn](Cl)Cl (tin (II) chloride), NC=1C=C(C=CC1)O (3-aminophenol), N(=O)[O-].[Na+] (sodium nitrite). Solvent: Cl (HCl), Cl (HCl), O (H2O). Run at time 10 minute. Yields the product N(N)C=1C=C(C=CC1)O (3-Hydrazinophenol). The yield is 15.5%. Reaction SMILES: [NH2:1][C:2]1[CH:3]=[C:4]([OH:8])[CH:5]=[CH:6][CH:7]=1.[N:9]([O-])=O.[Na+].[Sn](Cl)Cl>Cl.O>[NH:1]([C:2]1[CH:3]=[C:4]([OH:8])[CH:5]=[CH:6][CH:7]=1)[NH2:9] |f:1.2|. Reported procedure: To a stirred, ice cooled solution of 3-aminophenol (2.00 g, 18.3 mmol) in concentrated HCl (20 mL) was added dropwise a solution of sodium nitrite (1.33 g, 19.24 mmol) in H2O (10 mL), ensuring the internal temperature did not exceed 10° C. After 10 min, a solution of tin (II) chloride (7.645 g, 40.3 mmol) in concentrated HCl (10 mL) was added dropwise, and the ice bath removed. After stirring at RT for 45 min, the reaction was basified to pH 10 with careful addition of 10 M NaOH solution (50 mL)... Reactants: NC1CCN(Cc2ccccc2)CC1, OCc1cnn(C2CC(n3cnc4c(NCC(c5ccccc5)c5ccccc5)nc(Cl)nc43)C(O)C2O)c1, O=C(O)C(F)(F)F, OCc1cnn(C2CC(n3cnc4c(NCC(c5ccccc5)c5ccccc5)nc(NCCN5CCCCC5)nc43)C(O)C2O)c1. Yields the product O=C(O)C(F)(F)F, OCc1cnn(C2CC(n3cnc4c(NCC(c5ccccc5)c5ccccc5)nc(NC5CCN(Cc6ccccc6)CC5)nc43)C(O)C2O)c1. Reaction SMILES: [CH2:94]([c:95]1[cH:96][cH:97][cH:98][cH:99][cH:100]1)[N:101]1[CH2:102][CH2:103][CH:104]([NH2:107])[CH2:105][CH2:106]1.[Cl:1][c:2]1[n:3][c:4]([NH:25][CH2:26][CH:27]([c:28]2[cH:29][cH:30][cH:31][cH:32][cH:33]2)[c:34]2[cH:35][cH:36][cH:37][cH:38][cH:39]2)[c:5]2[n:6][cH:7][n:8]([CH:11]3[CH:12]([OH:24])[CH:13]([OH:23])[CH:14]([n:16]4[n:17][cH:18][c:19]([CH2:21][OH:22])[cH:20]4)[CH2:15]3)[c:9]2[n:10]1.[F:40][C:41]([C:42](=[O:43])[OH:44])([F:45])[F:46].[c:47]1([CH:48]([c:49]2[cH:50][cH:51][cH:52][cH:53][cH:54]2)[CH2:55][NH:56][c:57]2[n:58][c:59]([NH:60][CH2:61][CH2:62][N:63]3[CH2:64][CH2:65][CH2:66][CH2:67][CH2:68]3)[n:69][c:70]3[c:71]2[n:72][cH:73][n:74]3[CH:75]2[CH2:76][CH:77]([n:78]3[cH:79][c:80]([CH2:81][OH:82])[cH:83][n:84]3)[CH:85]([OH:86])[CH:87]2[OH:88])[cH:89][cH:90][cH:91][cH:92][cH:93]1>>[F:40][C:41]([C:42](=[O:43])[OH:44])([F:45])[F:46].[c:2]1([NH:107][CH:104]2[CH2:103][CH2:102][N:101]([CH2:94][c:95]3[cH:96][cH:97][cH:98][cH:99][cH:100]3)[CH2:106][CH2:105]2)[n:3][c:4]([NH:25][CH2:26][CH:27]([c:28]2[cH:29][cH:30][cH:31][cH:32][cH:33]2)[c:34]2[cH:35][cH:36][cH:37][cH:38][cH:39]2)[c:5]2[n:6][cH:7][n:8]([CH:11]3[CH:12]([OH:24])[CH:13]([OH:23])[CH:14]([n:16]4[n:17][cH:18][c:19]([CH2:21][OH:22])[cH:20]4)[CH2:15]3)[c:9]2[n:10]1. Yields the product C(C1=CC=CC=C1)SC=1C(=C(C=CC1)N1C(CCC1)=O)F (1-(3-Benzylsulfanyl-2-fluoro-phenyl)-pyrrolidin-2-one). The reactants are C1(=CC=CC=C1)CS (Phenyl-methanethiol), BrC=1C(=C(C=CC1)N1C(CCC1)=O)F (1-(3-Bromo-2-fluoro-phenyl)-pyrrolidin-2-one), CCN(C(C)C)C(C)C (DIPEA), CC1(C2=C(C(=CC=C2)P(C3=CC=CC=C3)C4=CC=CC=C4)OC5=C(C=CC=C51)P(C6=CC=CC=C6)C7=CC=CC=C7)C (xantphos). Run at temperature 100 celsius, time 1 hour. Reagents/catalysts: C=1C=CC(=CC1)/C=C/C(=O)/C=C/C2=CC=CC=C2.C=1C=CC(=CC1)/C=C/C(=O)/C=C/C2=CC=CC=C2.C=1C=CC(=CC1)/C=C/C(=O)/C=C/C2=CC=CC=C2.[Pd].[Pd] (Pd2(dba)3). Procedure: Intermediate 98 (1.48 g, 5.73 mmol) in dioxane (50 ml) was stirred under argon. DIPEA (2 ml, 11.47 mmol), xantphos (0.2 g, 0.34 mmol) and Pd2(dba)3 (0.157 g, 0.17 mmol) were added and the reaction was heated to 100° C. Phenyl-methanethiol (0.64 ml, 5.45 mmol) was slowly added and the reaction stirred for 1 h. The reaction was quenched by the addition of 50 ml of H2O. After extraction with ethyl acetate (three times) the combined organic layers were washed with water, dried with Na2SO4, evaporate... The solvent is O1CCOCC1 (dioxane). Reaction SMILES: Br[C:2]1[C:3]([F:14])=[C:4]([N:8]2[CH2:12][CH2:11][CH2:10][C:9]2=[O:13])[CH:5]=[CH:6][CH:7]=1.CCN(C(C)C)C(C)C.CC1(C)C2C(=C(P(C3C=CC=CC=3)C3C=CC=CC=3)C=CC=2)OC2C(P(C3C=CC=CC=3)C3C=CC=CC=3)=CC=CC1=2.[C:66]1([CH2:72][SH:73])[CH:71]=[CH:70][CH:69]=[CH:68][CH:67]=1>O1CCOCC1.C1C=CC(/C=C/C(/C=C/C2C=CC=CC=2)=O)=CC=1.C1C=CC(/C=C/C(/C=C/C2C=CC=CC=2)=O)=CC=1.C1C=CC(/C=C/C(/C=C/C2C=CC=CC=2)=O)=CC=1.[Pd].[Pd]>[CH2:72]([S:73][C:2]1[C:3]([F:14])=[C:4]([N:8]2[CH2:12][CH2:11][CH2:10][C:9]2=[O:13])[CH:5]=[CH:6][CH:7]=1)[C:66]1[CH:71]=[CH:70][CH:69]=[CH:68][CH:67]=1 |f:5.6.7.8.9|. The reactants are B.CSC (dimethyl sulfide borane), ClC1(C(CCCC1)=O)C(=O)OCC (ethyl 1-chloro-2-oxocyclohexanecarboxylate). Solvent: O1CCCC1 (tetrahydrofuran). Run at temperature 0 celsius, time 1 hour. Yields the product ClC1(C(CCCC1)O)C(=O)OCC (ethyl 1-chloro-2-hydroxy-1-cyclohexanecarboxylate). Isolated yield 88.7%. As a reaction SMILES: B.CSC.[Cl:5][C:6]1([C:13]([O:15][CH2:16][CH3:17])=[O:14])[CH2:11][CH2:10][CH2:9][CH2:8][C:7]1=[O:12]>O1CCCC1>[Cl:5][C:6]1([C:13]([O:15][CH2:16][CH3:17])=[O:14])[CH2:11][CH2:10][CH2:9][CH2:8][CH:7]1[OH:12] |f:0.1|. Reported procedure: First, ethyl 1-chloro-2-oxocyclohexanecarboxylate was prepared from ethyl 2-oxocyclohexanecarboxylate referring to the process described in Organic Synthesis volume 4, page 162. 17 g (0.1 mol) of ethyl 2-oxocyclohexanecarboxylate was dissolved in 50 ml of carbon tetrachloride, and to the solution was added dropwise 14.8 g (0.11 mol) of sulfuryl chloride dissolved in 15 ml of carbon tetrachloride at 0° C. After stirring at room temperature for 2 hours, the reaction solution was poured into 100 ml... Starting materials: COC(NC(C(C)C)C(=O)N1C(CCC1)C=1NC(=CN1)C1=CC2=CC=C(C=C2C=C1)C1=CC=C(C=C1)C=1NC(=NC1)C1N(CCC1)C(C(C1=CC=CC=C1)NC(=O)OC(C)(C)C)=O)=O ([1-(2-{5-[6-(4-{2-[1-(2-tert-Butoxycarbonylamino-2-phenyl-acetyl)-pyrrolidin-2-yl]-3H-imidazol-4-yl}-phenyl)-naphthalen-2-yl]-1H-imidazol-2-yl}-pyrrolidine-1-carbonyl)-2-methyl-propyl]-carbamic acid methyl ester), COC(=O)NC(C(=O)O)(C)C1=CC=CC=C1 (2-Methoxycarbonylamino-2-phenyl-propionic acid). The product is COC(NC(C(C)C)C(=O)N1C(CCC1)C=1NC(=CN1)C1=CC2=CC=C(C=C2C=C1)C1=CC=C(C=C1)C=1NC(=NC1)C1N(CCC1)C(C(C)(C1=CC=CC=C1)NC(=O)OC)=O)=O ([1-(2-{5-[6-(4-{2-[1-(2-Methoxycarbonylamino-2-phenyl-propionyl)-pyrrolidin-2-yl]-3H-imidazol-4-yl}-phenyl)-naphthalen-2-yl]-1H-imidazol-2-yl}-pyrrolidine-1-carbonyl)-2-methyl-propyl]-carbamic acid methyl ester). Yield: 20.0%. RXN SMILES: [CH3:1][O:2][C:3](=[O:64])[NH:4][CH:5]([C:9]([N:11]1[CH2:15][CH2:14][CH2:13][CH:12]1[C:16]1[NH:17][C:18]([C:21]2[CH:30]=[CH:29][C:28]3[C:23](=[CH:24][CH:25]=[C:26]([C:31]4[CH:36]=[CH:35][C:34]([C:37]5[NH:38][C:39]([CH:42]6[CH2:46][CH2:45][CH2:44][N:43]6C(=O)C(NC(OC(C)(C)C)=O)C6C=CC=CC=6)=[N:40][CH:41]=5)=[CH:33][CH:32]=4)[CH:27]=3)[CH:22]=2)=[CH:19][N:20]=1)=[O:10])[CH:6]([CH3:8])[CH3:7].[CH3:65][O:66][C:67]([NH:69][C:70]([C:75]1[CH:80]=[CH:79][CH:78]=[CH:77][CH:76]=1)([CH3:74])[C:71]([OH:73])=O)=[O:68]>>[CH3:1][O:2][C:3](=[O:64])[NH:4][CH:5]([C:9]([N:11]1[CH2:15][CH2:14][CH2:13][CH:12]1[C:16]1[NH:17][C:18]([C:21]2[CH:30]=[CH:29][C:28]3[C:23](=[CH:24][CH:25]=[C:26]([C:31]4[CH:36]=[CH:35][C:34]([C:37]5[NH:38][C:39]([CH:42]6[CH2:46][CH2:45][CH2:44][N:43]6[C:71](=[O:73])[C:70]([NH:69][C:67]([O:66][CH3:65])=[O:68])([C:75]6[CH:80]=[CH:79][CH:78]=[CH:77][CH:76]=6)[CH3:74])=[N:40][CH:41]=5)=[CH:33][CH:32]=4)[CH:27]=3)[CH:22]=2)=[CH:19][N:20]=1)=[O:10])[CH:6]([CH3:8])[CH3:7]. Procedure details: This compound was prepared using the procedure used to prepare [1-(2-{5-[6-(4-{2-[1-(2-tert-Butoxycarbonylamino-2-phenyl-acetyl)-pyrrolidin-2-yl]-3H-imidazol-4-yl}-phenyl)-naphthalen-2-yl]-1H-imidazol-2-yl}-pyrrolidine-1-carbonyl)-2-methyl-propyl]-carbamic acid methyl ester using 2-Methoxycarbonylamino-2-phenyl-propionic acid (0.068 g, 0.308 mmol) to provide [1-(2-{5-[6-(4-{2-[1-(2-Methoxycarbonylamino-2-phenyl-propionyl)-pyrrolidin-2-yl]-3H-imidazol-4-yl}-phenyl)-naphthalen-2-yl]-1H-imidazol-2-... Reactants: N1C(=NC=C1)C=O (2-imidazole carboxaldehyde), ICC (iodoethane), [H-].[Na+] (sodium hydride). Run in CN(C)C=O (DMF). Run at time 5 day. Yields the product C(C)N1C(=NC=C1)C=O (1-ethyl-1H-imidazole-2-carboxaldehyde). As a reaction SMILES: [NH:1]1[CH:5]=[CH:4][N:3]=[C:2]1[CH:6]=[O:7].I[CH2:9][CH3:10].[H-].[Na+]>CN(C=O)C>[CH2:9]([N:1]1[CH:5]=[CH:4][N:3]=[C:2]1[CH:6]=[O:7])[CH3:10] |f:2.3|. Procedure: In DMF (15 ml), 2-imidazole carboxaldehyde (500 mg) was dissolved. Then, the solution was added with iodoethane (1.25 ml) and sodium hydride (208 mg), followed by stirring at room temperature for 5 days. After completion of the reaction, the solvent was distilled off and the residue was then added with chloroform, followed by washing with water and saturated saline solution. The resultant was dried with anhydrous sodium sulfate, and the solvent was then distilled off. The residue was purified th...